From a dataset of the Open Reaction Database (ORD), a public repository of structured organic reaction records. describe an organic reaction: reactants, conditions, products, and yield Conditions: time 15 minute. Product: C(C)(C)(C)OP(=O)(OC(C)(C)C)C(C1=CC=C(CC(C\C=C\C2=CC=CC=C2)(C(C2=CC=C(C=C2)F)=O)C=2C=C(C(=O)OC)C=CC2)C=C1)(F)F (Methyl 3-[(E)-1-{4-[[di(tert-butoxy)phosphoryl](difluoro)methyl]benzyl}-1-(4-fluorobenzoyl)-4-phenyl-3-butenyl]benzoate). The reactants are FC1=CC=C(C(=O)C(C\C=C\C2=CC=CC=C2)C=2C=C(C(=O)OC)C=CC2)C=C1 (Methyl 3-[(E)-1-(4-fluorobenzoyl)-4-phenyl-3-butenyl]benzoate), C1COCCOCCOCCOCCOCCO1 (18-Crown-6), CC(C)(C)[O-].[K+] (KOtBu), C1CCOC1 (THF), C(C)(C)(C)C=1C(=C(C=CC1CBr)C(F)(F)P([O-])([O-])=O)C(C)(C)C (di (tert-butyl)[4-(bromomethyl)phenyl](difluoro)methylphosphonate), C1CCOC1 (THF). Reagents/catalysts: [N+](CCCC)(CCCC)(CCCC)CCCC.[I-] (Bu4NI). Reaction SMILES: [F:1][C:2]1[CH:29]=[CH:28][C:5]([C:6]([CH:8]([C:18]2[CH:19]=[C:20]([CH:25]=[CH:26][CH:27]=2)[C:21]([O:23][CH3:24])=[O:22])[CH2:9]/[CH:10]=[CH:11]/[C:12]2[CH:17]=[CH:16][CH:15]=[CH:14][CH:13]=2)=[O:7])=[CH:4][CH:3]=1.[CH2:30]1OCCOCCOCCOCCOCCOC1.[CH3:48][C:49]([O-:52])([CH3:51])[CH3:50].[K+].C([C:58]1[C:59](C(C)(C)C)=[C:60]([C:66]([P:69](=[O:72])([O-:71])[O-])([F:68])[F:67])[CH:61]=[CH:62][C:63]=1[CH2:64]Br)(C)(C)C.[CH2:77]1[CH2:81]OC[CH2:78]1>[N+](CCCC)(CCCC)(CCCC)CCCC.[I-]>[C:49]([O:52][P:69]([C:66]([F:67])([F:68])[C:60]1[CH:59]=[CH:58][C:63]([CH2:64][C:8]([C:18]2[CH:19]=[C:20]([CH:25]=[CH:26][CH:27]=2)[C:21]([O:23][CH3:24])=[O:22])([C:6](=[O:7])[C:5]2[CH:4]=[CH:3][C:2]([F:1])=[CH:29][CH:28]=2)[CH2:9]/[CH:10]=[CH:11]/[C:12]2[CH:17]=[CH:16][CH:15]=[CH:14][CH:13]=2)=[CH:62][CH:61]=1)([O:71][C:77]([CH3:78])([CH3:81])[CH3:30])=[O:72])([CH3:51])([CH3:50])[CH3:48] |f:2.3,6.7|. Procedure details: To a degassed solution of the product from Step 2 (0.30 g, 0.77 mmol), 18-Crown-6 (102 mg, 0.39 mmol), and Bu4NI (28 mg, 0.077 mmol) in THF at −78° C. was added the KOtBu solution. After 15 min. at −78° C., a solution of di(tert-butyl)(4-(bromomethyl)phenyl)(difluoro)methyl phosphonate (Example 1, Step 7) (319 mg, 0.77 mmol) in THF (3 mL) via double-tipped needle. The cold bath was removed and the reaction was stirred at r.t. for 1.5 h. Saturated NH4Cl solution was then added and the product was... Starting materials: CCCNC, CO, CN(CC1CCC(C#CCCl)CC1)C(=O)Oc1ccc(F)cc1, [I-], [Na+]. The product is CCCN(C)CC#CC1CCC(CN(C)C(=O)Oc2ccc(F)cc2)CC1. Reaction SMILES: [CH3:26][NH:27][CH2:28][CH2:29][CH3:30].[CH3:31][OH:32].[F:1][c:2]1[cH:3][cH:4][c:5]([O:8][C:9]([N:10]([CH3:11])[CH2:12][CH:13]2[CH2:14][CH2:15][CH:16]([C:19]#[C:20][CH2:21][Cl:22])[CH2:17][CH2:18]2)=[O:23])[cH:6][cH:7]1.[I-:24].[Na+:25]>>[F:1][c:2]1[cH:3][cH:4][c:5]([O:8][C:9]([N:10]([CH3:11])[CH2:12][CH:13]2[CH2:14][CH2:15][CH:16]([C:19]#[C:20][CH2:21][N:27]([CH3:26])[CH2:28][CH2:29][CH3:30])[CH2:17][CH2:18]2)=[O:23])[cH:6][cH:7]1.